Dataset: the Open Reaction Database (ORD), a public repository of structured organic reaction records. Task: describe an organic reaction: reactants, conditions, products, and yield Starting materials: C1CCOC1, CC(C)[N-]C(C)C, CCOC(=O)C(F)(F)F, [Li+], Sc1nccs1. Yields the product CC(C)[N-]C(C)C, [Li+], O=C(c1cnc(S)s1)C(F)(F)F. RXN SMILES: [CH2:24]1[O:25][CH2:26][CH2:27][CH2:28]1.[CH3:2][CH:3]([CH3:4])[N-:5][CH:6]([CH3:7])[CH3:8].[F:15][C:16]([C:17](=[O:18])[O:19][CH2:20][CH3:21])([F:22])[F:23].[Li+:1].[SH:9][c:10]1[s:11][cH:12][cH:13][n:14]1>>[CH3:2][CH:3]([CH3:4])[N-:5][CH:6]([CH3:7])[CH3:8].[Li+:1].[SH:9][c:10]1[s:11][c:12]([C:17]([C:16]([F:15])([F:22])[F:23])=[O:18])[cH:13][n:14]1. Reactants: OC1=CC=C(C(=O)NN)C=C1 (4-Hydroxybenzoic acid hydrazide), ClC1=C(C=C(C=C1)C(F)(F)F)N=C=S (2-chloro-5-trifluoromethyl-phenylisothiocyanate). Reagents/catalysts: O=[Hg] (Mercury (II) oxide yellow). Solvent: CO (methanol). Product: ClC1=C(C=C(C=C1)C(F)(F)F)NC1=NN=C(O1)C1=CC=C(C=C1)O (4-(5-{[2-chloro-5-(trifluoromethyl)phenyl]amino}-1,3,4-oxadiazol-2-yl)phenol). The yield is 88.2%. RXN SMILES: [OH:1][C:2]1[CH:11]=[CH:10][C:5]([C:6]([NH:8][NH2:9])=[O:7])=[CH:4][CH:3]=1.[Cl:12][C:13]1[CH:18]=[CH:17][C:16]([C:19]([F:22])([F:21])[F:20])=[CH:15][C:14]=1[N:23]=[C:24]=S>CO.O=[Hg]>[Cl:12][C:13]1[CH:18]=[CH:17][C:16]([C:19]([F:22])([F:21])[F:20])=[CH:15][C:14]=1[NH:23][C:24]1[O:7][C:6]([C:5]2[CH:10]=[CH:11][C:2]([OH:1])=[CH:3][CH:4]=2)=[N:8][N:9]=1. Procedure: Mercury (II) oxide yellow (1.82 g, 8.41 mmol) was suspended in ca. 50 mL of anhydrous methanol. 4-Hydroxybenzoic acid hydrazide (1.28 g, 8.41 mmol) was added to this bright-orange suspension, followed by 2-chloro-5-trifluoromethyl-phenylisothiocyanate (2.0 g, 8.41 mmol). The reaction mixture was brought to reflux and refluxed for 2 hours. The reaction mixture turned pitch-black in color and formed black precipitate. Then it was cooled down to ambient temperature and filtered through a short pad ... Starting materials: ClC1=CC=C2CCNC(C2=C1)=O (7-Chloro-3,4-dihydroisoquinolin-1(2H)-one), BrC=1C=NC=CC1CC (3-bromo-4-ethyl pyridine), trans-N,N′-dimethyl-cyclohexyl-1,2-diamine, P(=O)([O-])([O-])[O-].[K+].[K+].[K+] (potassium phosphate). The reagents and catalysts are [Cu](I)I (copper iodide). Run in O1CCOCC1 (1,4-dioxane). Yields the product ClC1=CC=C2CCN(C(C2=C1)=O)C=1C=NC=CC1CC (7-chloro-2-(4-ethylpyridin-3-yl)-3,4-dihydroisoquinolin-1(2H)-one). Yield: 15.8%. RXN SMILES: [Cl:1][C:2]1[CH:11]=[C:10]2[C:5]([CH2:6][CH2:7][NH:8][C:9]2=[O:12])=[CH:4][CH:3]=1.Br[C:14]1[CH:15]=[N:16][CH:17]=[CH:18][C:19]=1[CH2:20][CH3:21].P([O-])([O-])([O-])=O.[K+].[K+].[K+]>[Cu](I)I.O1CCOCC1>[Cl:1][C:2]1[CH:11]=[C:10]2[C:5]([CH2:6][CH2:7][N:8]([C:14]3[CH:15]=[N:16][CH:17]=[CH:18][C:19]=3[CH2:20][CH3:21])[C:9]2=[O:12])=[CH:4][CH:3]=1 |f:2.3.4.5|. Reported procedure: 7-Chloro-3,4-dihydroisoquinolin-1(2H)-one (I-1d: 100 mg, 0.552 mmol) was reacted with 3-bromo-4-ethyl pyridine (133.5 mg, 0.718 mmol), 1,4-dioxane (5 mL), copper iodide (10.48 mg, 0.0555 mmol), trans-N,N′-dimethyl-cyclohexyl-1,2-diamine (7.8 mg, 0.055 mmol) and potassium phosphate (351 mg, 1.657 mmol for 48 hours at 120° C. to afford the crude product. Purification by column chromatography on silica gel (50% ethyl acetate in hexane), followed by preparative HPLC afforded 25 mg of the product (15... The yield is 91.0%. Procedure details: 0.5 g of an 0.5% strength palladium/aluminum oxide catalyst is added to 154 g (1 mole) of 3,6-dimethyl-oct-1-yn-3-ol and hydrogenation is carried out at 20°-50° C. and 0.5 bar hydrogen pressure. When hydrogen absorption has ceased (after 6-8 hours), the catalyst is filtered off and the filtrate is fractionated. 145 g of main fraction, boiling at 42°-43° C./0.01 mbar, are obtained; nD25 =1.4345. This corresponds to a yield of 91%. Scent: fresh, floral, lavender-like. Starting materials: CC(C#C)(CCC(CC)C)O (3,6-dimethyl-oct-1-yn-3-ol), [H][H] (hydrogen). Reagents/catalysts: [Pd].[O-2].[Al+3].[O-2].[O-2].[Al+3] (palladium aluminum oxide). The product is CC(CC)(CCC(CC)C)O (3,6-Dimethyl-octan-3-ol). As a reaction SMILES: [CH3:1][C:2]([OH:11])([CH2:5][CH2:6][CH:7]([CH3:10])[CH2:8][CH3:9])[C:3]#[CH:4].[H][H]>[Pd].[O-2].[Al+3].[O-2].[O-2].[Al+3]>[CH3:1][C:2]([OH:11])([CH2:5][CH2:6][CH:7]([CH3:10])[CH2:8][CH3:9])[CH2:3][CH3:4] |f:2.3.4.5.6.7|. The reactants are ( 4 ), C1=2C(=O)OC(NC1=CC=CC2)=O (isatoic anhydride), C(CCCCC)Br (hexyl bromide). Yields the product N1C(C=CC2=CC=CC=C12)=O (2(1H)-quinolinone). Reaction SMILES: [C:1]12[C:7](=[CH:8][CH:9]=[CH:10][CH:11]=1)[NH:6][C:5](=[O:12])O[C:2]2=O.[CH2:13](Br)CCCCC>>[NH:6]1[C:7]2[C:1](=[CH:11][CH:10]=[CH:9][CH:8]=2)[CH:2]=[CH:13][C:5]1=[O:12]. Procedure: Following the procedure set forth in Steps (2) to (4) of Preparation A, isatoic anhydride was reacted with hexyl bromide to give 1-hexyl-4-hydroxy-(2(1H)-quinolinone. That the expected product was obtained was confirmed by the spectral data: MS: role 245 (M·+); NMR (DMSO): δ0.9 (t, 3H, CH3 --CH2 --), 4.06 (t, 2H, N--OH2), 6.18 (s, 1H, =CH), 11.87 (br, 1H, OH) ppm. The reactants are BrC1=NC=C(C=C1)[N+](=O)[O-] (2-bromo-5-nitropyridine), COC(CC1CCC(CC1)C1=CC=C(C=C1)B1OC(C(O1)(C)C)(C)C)=O ({4-[4-(4,4,5,5-tetramethyl-[1,3,2]dioxaborolan-2-yl)-phenyl]-cyclohexyl}-acetic acid methyl ester), C([O-])([O-])=O.[K+].[K+] (potassium carbonate). Reagents/catalysts: C=1C=CC(=CC1)[P](C=2C=CC=CC2)(C=3C=CC=CC3)[Pd]([P](C=4C=CC=CC4)(C=5C=CC=CC5)C=6C=CC=CC6)([P](C=7C=CC=CC7)(C=8C=CC=CC8)C=9C=CC=CC9)[P](C=1C=CC=CC1)(C=1C=CC=CC1)C=1C=CC=CC1 (Pd(PPh3)4). The solvent is COCCOC (DME). Reaction conditions: temperature 80 celsius. The product is COC(CC1CCC(CC1)C1=CC=C(C=C1)C1=NC=C(C=C1)[N+](=O)[O-])=O ({4-[4-(5-Nitro-pyridin-2-yl)-phenyl]-cyclohexyl}-acetic acid methyl ester). RXN SMILES: Br[C:2]1[CH:7]=[CH:6][C:5]([N+:8]([O-:10])=[O:9])=[CH:4][N:3]=1.[CH3:11][O:12][C:13](=[O:36])[CH2:14][CH:15]1[CH2:20][CH2:19][CH:18]([C:21]2[CH:26]=[CH:25][C:24](B3OC(C)(C)C(C)(C)O3)=[CH:23][CH:22]=2)[CH2:17][CH2:16]1.C(=O)([O-])[O-].[K+].[K+]>C1C=CC([P]([Pd]([P](C2C=CC=CC=2)(C2C=CC=CC=2)C2C=CC=CC=2)([P](C2C=CC=CC=2)(C2C=CC=CC=2)C2C=CC=CC=2)[P](C2C=CC=CC=2)(C2C=CC=CC=2)C2C=CC=CC=2)(C2C=CC=CC=2)C2C=CC=CC=2)=CC=1.COCCOC>[CH3:11][O:12][C:13](=[O:36])[CH2:14][CH:15]1[CH2:16][CH2:17][CH:18]([C:21]2[CH:22]=[CH:23][C:24]([C:2]3[CH:7]=[CH:6][C:5]([N+:8]([O-:10])=[O:9])=[CH:4][N:3]=3)=[CH:25][CH:26]=2)[CH2:19][CH2:20]1 |f:2.3.4,^1:46,48,67,86|. Procedure details: To a solution of 2-bromo-5-nitropyridine (0.81 g, 4.0 mmol, 1.0 equiv) and {4-[4-(4,4,5,5-tetramethyl-[1,3,2]dioxaborolan-2-yl)-phenyl]-cyclohexyl}-acetic acid methyl ester (1.5 g, 4.0 mmol, 1.05 equiv) in 20 Ml DME was added 2 Ml saturated potassium carbonate solution followed by 50 mg Pd(PPh3)4 catalyst. The reaction was then heated to 80° C. over the weekend. Removal of volatiles in vacuo followed by silica gel chromatography (20% EtOAc in hexanes) afforded the title compound: 1H NMR (400 MHz...